describe an organic reaction: reactants, conditions, products, and yield From a dataset of the Open Reaction Database (ORD), a public repository of structured organic reaction records. RXN SMILES: C(N([CH2:18][CH2:19][CH2:20][CH2:21][CH2:22][CH2:23][CH2:24][CH3:25])CCCCCCCC)CCCCCCC.C(C(CC[CH2:49][CH3:50])CN(CC(CC)CCCC)CC(CC)CCCC)C.C(N(C1CCCCC1)C1CCCCC1)C.C(N(C(C)C)C(C)C)C.CN1C(C)(C)CCCC1(C)C.[C:86]([O-:89])(=[O:88])C.[Li+].C([O-])(=O)C.C[N+](C)(C)CC1C=CC=CC=1>C(N(CC)CC)C>[C:86]([O:89][CH2:49][CH3:50])(=[O:88])[CH:25]=[CH:24][C:23]1[CH:18]=[CH:19][CH:20]=[CH:21][CH:22]=1 |f:5.6,7.8|. Reactants: one, C(C)N(C(C)C)C(C)C (ethyl-diisopropylamine), C(C)N(C1CCCCC1)C1CCCCC1 (ethyl-dicyclohexylamine), C(C)(=O)[O-].C[N+](CC1=CC=CC=C1)(C)C (trimethyl-benzylammonium acetate), C(C)(=O)[O-].[Li+] (lithium acetate), C(CCCCCCC)N(CCCCCCCC)CCCCCCCC (tri-n-octylamine), C(C)C(CN(CC(CCCC)CC)CC(CCCC)CC)CCCC (tris-(2-ethylhexyl)-amine), CN1C(CCCC1(C)C)(C)C (N-methyl-2,2,6,6-tetramethylpiperidine). Run in C(C)N(CC)CC (triethylamine). Product: C(C=CC1=CC=CC=C1)(=O)OCC (ethyl cinnamate). Reported procedure: The procedure described in Example 1 is repeated, except that 0.03125 mol of one of the bases tri-n-octylamine, tris-(2-ethylhexyl)-amine, ethyl-dicyclohexylamine, triethylamine, ethyl-diisopropylamine, N-methyl-2,2,6,6-tetramethylpiperidine, lithium acetate and trimethyl-benzylammonium acetate is used in place of 0.03125 mol of tri-n-butylamine. After working up as described in Example 1, ethyl cinnamate is obtained in comparably good yields. The reactants are [Br-], CON(C)C(=O)c1cc(Br)ccc1F, [Mg+]C1CC1, C1CCOC1. Product: O=C(c1cc(Br)ccc1F)C1CC1. As a reaction SMILES: [Br-:15].[Br:1][c:2]1[cH:3][cH:4][c:5]([F:14])[c:6]([C:7](=[O:8])[N:9]([O:10][CH3:11])[CH3:12])[cH:13]1.[CH:16]1([Mg+:19])[CH2:17][CH2:18]1.[O:20]1[CH2:21][CH2:22][CH2:23][CH2:24]1>>[Br:1][c:2]1[cH:3][cH:4][c:5]([F:14])[c:6]([C:7](=[O:8])[CH:16]2[CH2:17][CH2:18]2)[cH:13]1. Reactants: FC1=C(C(=CC(=C1)OC)F)C=1SC=C(N1)C(=O)O (2-(2,6-difluoro-4-methoxyphenyl)thiazole-4-carboxylic acid), FC1=C(C(=CC=C1)C)B(O)O ((2-fluoro-6-methylphenyl)boronic acid). Yields the product FC1=C(C(=CC=C1)C)C=1SC=C(N1)C(=O)O (2-(2-fluoro-6-methylphenyl)thiazole-4-carboxylic acid). As a reaction SMILES: F[C:2]1[CH:7]=[C:6](OC)[CH:5]=[C:4]([F:10])[C:3]=1[C:11]1[S:12][CH:13]=[C:14]([C:16]([OH:18])=[O:17])[N:15]=1.F[C:20]1C=CC=C(C)C=1B(O)O>>[F:10][C:4]1[CH:5]=[CH:6][CH:7]=[C:2]([CH3:20])[C:3]=1[C:11]1[S:12][CH:13]=[C:14]([C:16]([OH:18])=[O:17])[N:15]=1. Reported procedure: Following the procedure of Intermediate 104, replacing 2,6-difluoro-4-methoxyphenylboronic acid with (2-fluoro-6-methylphenyl)boronic acid gave the title compound. The reactants are C(C)(C)(C)OC(=O)N1CCC(CC1)N(C)C1(CC1)[C@H]1CN(CC1)CC1=CC=CC=C1 ((R)-4-{[1-(1-benzyl-pyrrolidin-3-yl)-cyclopropyl]-methyl-amino}-piperidine-1-carboxylic acid tert-butyl ester). The solvent is C(C)(=O)O (acetic acid), C1(=CC=CC=C1)C (toluene). Conditions: time 18 hour. The product is C(C)(C)(C)OC(=O)N1CCC(CC1)N(C1(CC1)[C@H]1CNCC1)C ((R)-4-[Methyl-(1-pyrrolidin-3-yl-cyclopropyl)-amino]-piperidine-1-carboxylic acid tert-butyl ester). Yield: 87.7%. As a reaction SMILES: [C:1]([O:5][C:6]([N:8]1[CH2:13][CH2:12][CH:11]([N:14]([C:16]2([C@@H:19]3[CH2:23][CH2:22][N:21](CC4C=CC=CC=4)[CH2:20]3)[CH2:18][CH2:17]2)[CH3:15])[CH2:10][CH2:9]1)=[O:7])([CH3:4])([CH3:3])[CH3:2]>C(O)(=O)C.C1(C)C=CC=CC=1>[C:1]([O:5][C:6]([N:8]1[CH2:13][CH2:12][CH:11]([N:14]([CH3:15])[C:16]2([C@@H:19]3[CH2:23][CH2:22][NH:21][CH2:20]3)[CH2:17][CH2:18]2)[CH2:10][CH2:9]1)=[O:7])([CH3:4])([CH3:3])[CH3:2]. Procedure details: (R)-4-{[1-(1-benzyl-pyrrolidin-3-yl)-cyclopropyl]-methyl-amino}-piperidine-1-carboxylic acid tert-butyl ester (14 g) was dissolved in 150 mL glacial acetic acid at room temperature in a hydrogenation flask, air was evacuated, and filled with nitrogen. To this was added 30% Pd/C (5 g), flask was mounted to Parr shaker, nitrogen was evacuated and filled with hydrogen, and the mixture was shaken under hydrogen atmosphere at 60 psi in a Parr for 18 h. Reaction mixture was diluted with toluene (300 m... Reactants: N1=CC(=CC=C1)C(CC1=CSC=C1)=O (1-(pyridin-3-yl)-2-(thiophen-3-yl)ethanone), N1=CC(=CC=C1)C(CC1=CSC=C1)=O (1-(pyridin-3-yl)-2-(thiophen-3-yl)ethanone), N=1NN=NC1C1=CC=C(C=O)C=C1 (4-(2H-tetrazol-5-yl)benzaldehyde), NC(=O)N (urea), Cl (HCl). The solvent is CCO (EtOH). Yields the product N=1NN=NC1C1=CC=C(C=C1)C1NC(NC(=C1C1=CSC=C1)C=1C=NC=CC1)=O (4-(4-(2H-tetrazol-5-yl)phenyl)-6-(pyridin-3-yl)-5-(thiophen-3-yl)-3,4-dihydropyrimidin-2(1H)-one). Yield: 35.8%. RXN SMILES: [N:1]1[CH:6]=[CH:5][CH:4]=[C:3]([C:7](=O)[CH2:8][C:9]2[CH:13]=[CH:12][S:11][CH:10]=2)[CH:2]=1.[N:15]1[NH:16][N:17]=[N:18][C:19]=1[C:20]1[CH:27]=[CH:26][C:23]([CH:24]=O)=[CH:22][CH:21]=1.[NH2:28][C:29]([NH2:31])=[O:30].Cl>CCO>[N:15]1[NH:16][N:17]=[N:18][C:19]=1[C:20]1[CH:27]=[CH:26][C:23]([CH:24]2[C:8]([C:9]3[CH:13]=[CH:12][S:11][CH:10]=3)=[C:7]([C:3]3[CH:2]=[N:1][CH:6]=[CH:5][CH:4]=3)[NH:31][C:29](=[O:30])[NH:28]2)=[CH:22][CH:21]=1. Reported procedure: A mixture of 1-(pyridin-3-yl)-2-(thiophen-3-yl)ethanone (Intermediate 56) (80 mg, 0.39 mmol), 4-(2H-tetrazol-5-yl)benzaldehyde (300 mg), urea (120 mg, 2.0 mmol) and conc. HCl (0.5 mL) in EtOH (5 mL) was refluxed under N2 overnight. The mixture was concentrated under reduced pressure and purified by prep-HPLC (0.1% TFA as additive) to give Compound 166 (56 mg, yield 35%) as yellow solid. 1H NMR (CD3OD 400 MHz): δ 8.71-8.61 (m, 2H), 8.30 (d, J=8.0 Hz, 1H), 8.04 (d, J=8.0 Hz, 2H), 7.85-7.78 (m, 1H)...